Dataset: the Open Reaction Database (ORD), a public repository of structured organic reaction records. Task: describe an organic reaction: reactants, conditions, products, and yield Reactants: OC1=C(C(=O)C2=CC=CC=C2)C=C(C(=C1)O)C(CC)(C)C (2,4-dihydroxy-5-(1,1-dimethylpropyl)benzophenone), iso-bromooctane, C([O-])([O-])=O.[K+].[K+] (potassium carbonate), [I-].[K+] (potassium iodide), O (water). The solvent is C=1(C(=CC=CC1)C)C (xylene). Run at temperature 110 celsius, time 8 hour. Product: OC1=C(C(=O)C2=CC=CC=C2)C=C(C(=C1)CCCCCC(C)C)C(CC)(C)C (2-Hydroxy-4-isooctyl-5-(1,1-dimethylpropyl)benzophenone). Isolated yield 86.4%. RXN SMILES: O[C:2]1[CH:15]=[C:14](O)[C:13]([C:17]([CH3:21])([CH3:20])[CH2:18][CH3:19])=[CH:12][C:3]=1[C:4]([C:6]1[CH:11]=[CH:10][CH:9]=[CH:8][CH:7]=1)=[O:5].C(=O)([O-])[O-].[K+].[K+].[I-].[K+].[OH2:30]>C1(C)C(C)=CC=CC=1>[OH:30][C:2]1[CH:15]=[C:14]([CH2:17][CH2:13][CH2:14][CH2:15][CH2:2][CH:3]([CH3:12])[CH3:4])[C:13]([C:17]([CH3:21])([CH3:20])[CH2:18][CH3:19])=[CH:12][C:3]=1[C:4]([C:6]1[CH:11]=[CH:10][CH:9]=[CH:8][CH:7]=1)=[O:5] |f:1.2.3,4.5|. Procedure details: A mixture of 10 g (35 mmol) of 2,4-dihydroxy-5-(1,1-dimethylpropyl)benzophenone, 7.9 g (38 mmol) of iso-bromooctane (mixture of isomers), 9.7 g (70 mmol) of potassium carbonate and 0.6 g (3.5 mmol) of potassium iodide in 30 ml of xylene is stirred at 110° C. for 8 h. The reaction mixture is cooled, then treated with 100 ml of water and extracted with ethyl acetate. The resulting solution is washed with water and then with saturated sodium chloride solution. The residue which remains after drying... Starting materials: ClC=1C=C(C=NC1C=1N(C=C(N1)C(F)(F)F)COCC[Si](C)(C)C)C=1C=NC(=CC1C)OCC1(CCC1)C(=O)O (1-[({5′-chloro-4-methyl-6′-[4-(trifluoromethyl)-1-{[2-(trimethylsilyl)ethoxy]methyl}-1H-imidazol-2-yl]-3,3′-bipyridin-6-yl]oxy)methyl}cyclobutanecarboxylic acid). The solvent is FC(C(=O)O)(F)F (trifluoroacetic acid), O (water). Run at time 60 hour. The product is ClC=1C=C(C=NC1C=1NC(=CN1)C(F)(F)F)C=1C=NC(=CC1C)OCC1(CCC1)C(=O)O (1-[({5′-chloro-4-methyl-6′-[5-(trifluoromethyl)-1H-imidazol-2-yl]-3,3′-bipyridin-6-yl}oxy)methyl]cyclobutanecarboxylic acid). Yield: 61.9%. Reaction SMILES: [Cl:1][C:2]1[CH:3]=[C:4]([C:25]2[CH:26]=[N:27][C:28]([O:32][CH2:33][C:34]3([C:38]([OH:40])=[O:39])[CH2:37][CH2:36][CH2:35]3)=[CH:29][C:30]=2[CH3:31])[CH:5]=[N:6][C:7]=1[C:8]1[N:9](COCC[Si](C)(C)C)[CH:10]=[C:11]([C:13]([F:16])([F:15])[F:14])[N:12]=1>FC(F)(F)C(O)=O.O>[Cl:1][C:2]1[CH:3]=[C:4]([C:25]2[CH:26]=[N:27][C:28]([O:32][CH2:33][C:34]3([C:38]([OH:40])=[O:39])[CH2:35][CH2:36][CH2:37]3)=[CH:29][C:30]=2[CH3:31])[CH:5]=[N:6][C:7]=1[C:8]1[NH:12][C:11]([C:13]([F:14])([F:15])[F:16])=[CH:10][N:9]=1. Procedure details: In trifluoroacetic acid (3.1 mL) and water (0.3 mL) was dissolved 1-[({5′-chloro-4-methyl-6′-[4-(trifluoromethyl)-1-{[2-(trimethylsilyl)ethoxy]methyl}-1H-imidazol-2-yl]-3,3′-bipyridin-6-yl]oxy)methyl}cyclobutanecarboxylic acid (312 mg), and the mixture was allowed to stand at room temperature for 60 hours. The reaction mixture was concentrated under reduced pressure, subjected to azeotropic distillation with acetic acid, isopropyl ether was added to the obtained residue, and the precipitated sol... Starting materials: BrC1=CC=C(S1)C=O (5-bromothiophene-2-carboxaldehyde), C([O-])([O-])=O.[K+].[K+] (potassium carbonate), C(C=C)(=O)OC(C)(C)C (tert-butyl acrylate). Run in CN(C)C=O (DMF). Conditions: temperature 137.5 celsius. Yields the product C(=O)C1=CC=C(S1)/C=C/C(=O)OC(C)(C)C (tert-butyl(2E)-3-(5-formylthien-2-yl)acrylate). Isolated yield 56.0%. As a reaction SMILES: Br[C:2]1[S:6][C:5]([CH:7]=[O:8])=[CH:4][CH:3]=1.C(=O)([O-])[O-].[K+].[K+].[C:15]([O:19][C:20]([CH3:23])([CH3:22])[CH3:21])(=[O:18])[CH:16]=[CH2:17]>CN(C=O)C>[CH:7]([C:5]1[S:6][C:2](/[CH:17]=[CH:16]/[C:15]([O:19][C:20]([CH3:23])([CH3:22])[CH3:21])=[O:18])=[CH:3][CH:4]=1)=[O:8] |f:1.2.3|. Procedure: A mixture of 5-bromothiophene-2-carboxaldehyde (2.41 g, 12.6 mmol), DMF (40 mL), potassium carbonate (1.75 g, 12.6 mmol), tert-butyl acrylate (8 mL, 56.5 mmol), and CombiPhos-Pd6 (200 mg, CombiPhos Catalysts, Inc., P.O. Box 220, Princeton, N.J. 08542) was heated in a 135 to 140° C. oil bath overnight. The solvent was evaporated, the residue stirred in DCM, and the mixture filtered through a pad of diatomaceous earth. The solvent was evaporated and the residue purified by flash chromatography on ... The reactants are CCC(CC)Oc1cc(C)nc2c1[nH]c(=O)n2-c1c(C)cc(C)cc1C, C[Si](C)(C)[N-][Si](C)(C)C, [Li+]. The product is CCC(CC)Oc1cc(C)nc2c1n(C)c(=O)n2-c1c(C)cc(C)cc1C. RXN SMILES: [CH2:1]([CH3:2])[CH:3]([CH2:4][CH3:5])[O:6][c:7]1[c:8]2[c:9]([n:10][c:11]([CH3:13])[cH:12]1)[n:14](-[c:18]1[c:19]([CH3:26])[cH:20][c:21]([CH3:25])[cH:22][c:23]1[CH3:24])[c:15](=[O:17])[nH:16]2.[CH3:27][Si:28]([N-:29][Si:30]([CH3:31])([CH3:32])[CH3:33])([CH3:34])[CH3:35].[Li+:36]>>[CH2:1]([CH3:2])[CH:3]([CH2:4][CH3:5])[O:6][c:7]1[c:8]2[c:9]([n:10][c:11]([CH3:13])[cH:12]1)[n:14](-[c:18]1[c:19]([CH3:26])[cH:20][c:21]([CH3:25])[cH:22][c:23]1[CH3:24])[c:15](=[O:17])[n:16]2[CH3:27]. Reactants: C1CCOC1, CCO, O=C(O)C=Cc1ccncc1. Product: O=C(O)CCc1ccncc1. RXN SMILES: [CH2:15]1[O:16][CH2:17][CH2:18][CH2:19]1.[CH3:12][CH2:13][OH:14].[n:1]1[cH:2][cH:3][c:4]([CH:7]=[CH:8][C:9](=[O:10])[OH:11])[cH:5][cH:6]1>>[n:1]1[cH:2][cH:3][c:4]([CH2:7][CH2:8][C:9](=[O:10])[OH:11])[cH:5][cH:6]1.